From a dataset of the Open Reaction Database (ORD), a public repository of structured organic reaction records. describe an organic reaction: reactants, conditions, products, and yield The reactants are CN(CCCl)Cc1ccccc1, Cc1ccccc1, O=Cc1cc(Cl)ccc1O, Cl, [H-], [Na+], [Na+], CN(C)C=O, [OH-]. Product: CN(CCOc1ccc(Cl)cc1C=O)Cc1ccccc1. RXN SMILES: [CH2:13]([c:14]1[cH:15][cH:16][cH:17][cH:18][cH:19]1)[N:20]([CH3:21])[CH2:22][CH2:23][Cl:24].[CH3:31][c:32]1[cH:33][cH:34][cH:35][cH:36][cH:37]1.[Cl:1][c:2]1[cH:3][cH:4][c:5]([OH:10])[c:6]([CH:7]=[O:8])[cH:9]1.[ClH:25].[H-:11].[Na+:12].[Na+:39].[O:26]=[CH:27][N:28]([CH3:29])[CH3:30].[OH-:38]>>[Cl:1][c:2]1[cH:3][cH:4][c:5]([O:10][CH2:23][CH2:22][N:20]([CH2:13][c:14]2[cH:15][cH:16][cH:17][cH:18][cH:19]2)[CH3:21])[c:6]([CH:7]=[O:8])[cH:9]1. Starting materials: CC1=NOC(=C1)\C=C\1/CN(CCC1)C ((Z)-3-(3-methyl-5-isoxazolyl)methylene-1-methylpiperidine), ClC(C)OC(=O)Cl (1-chloroethylchloroformate), Compound 5. Solvent: C1(=CC=CC=C1)C (toluene). Product: Cl.CC1=NOC(=C1)\C=C\1/CNCCC1 ((Z)-3-(3-Methyl-5-isoxazolyl)methylenepiperidine hydrochloride). RXN SMILES: [CH3:1][C:2]1[CH:6]=[C:5](/[CH:7]=[C:8]2\[CH2:9][N:10](C)[CH2:11][CH2:12][CH2:13]\2)[O:4][N:3]=1.[Cl:15]C(OC(Cl)=O)C>C1(C)C=CC=CC=1>[ClH:15].[CH3:1][C:2]1[CH:6]=[C:5](/[CH:7]=[C:8]2\[CH2:9][NH:10][CH2:11][CH2:12][CH2:13]\2)[O:4][N:3]=1 |f:3.4|. Procedure details: To a solution of (Z)-3-(3-methyl-5-isoxazolyl)methylene-1-methylpiperidine (1.3 g, 6.5 mmol) in toluene (50 ml) was added 1-chloroethylchloroformate (1.3 g, 10 mmol). The reaction mixture was heated at reflux for 5 h. The reaction mixture was evaporated and methanol (50 ml) was added. The reaction mixture was heated at reflux for 1 h and evaporated. The crude compound was purified by column chromatography (eluent: methylene chloride/methanol/ammonium hydroxide (25%): 8/2/0.5). The free base was ... The reactants are BrCc1ccccc1, CCCC[N+](CCCC)(CCCC)CCCC, CCCCOC(C)(Cc1ccc(OCCC2CNC(=O)N2C)cc1)C(=O)OCC, CCOC(C)=O, [H-], [I-], [Na+]. The product is CCCCOC(C)(Cc1ccc(OCCC2CN(Cc3ccccc3)C(=O)N2C)cc1)C(=O)OCC. As a reaction SMILES: [Br:1][CH2:2][c:3]1[cH:4][cH:5][cH:6][cH:7][cH:8]1.[CH2:41]([N+:42]([CH2:43][CH2:44][CH2:45][CH3:46])([CH2:47][CH2:48][CH2:49][CH3:50])[CH2:51][CH2:52][CH2:53][CH3:54])[CH2:55][CH2:56][CH3:57].[CH2:9]([CH3:10])[O:11][C:12]([C:13]([CH2:14][c:15]1[cH:16][cH:17][c:18]([O:21][CH2:22][CH2:23][CH:24]2[N:25]([CH3:30])[C:26](=[O:29])[NH:27][CH2:28]2)[cH:19][cH:20]1)([CH3:31])[O:32][CH2:33][CH2:34][CH2:35][CH3:36])=[O:37].[CH3:58][CH2:59][O:60][C:61](=[O:62])[CH3:63].[H-:38].[I-:40].[Na+:39]>>[CH2:2]([c:3]1[cH:4][cH:5][cH:6][cH:7][cH:8]1)[N:27]1[C:26](=[O:29])[N:25]([CH3:30])[CH:24]([CH2:23][CH2:22][O:21][c:18]2[cH:17][cH:16][c:15]([CH2:14][C:13]([C:12]([O:11][CH2:9][CH3:10])=[O:37])([CH3:31])[O:32][CH2:33][CH2:34][CH2:35][CH3:36])[cH:20][cH:19]2)[CH2:28]1. Reactants: OC=1C(N(C2=CC=CC=C2C1C(=O)Cl)C)=O (3-hydroxy-1-methyl-2-oxo-1,2-dihydroquinoline-4-carbonyl chloride), FC(C1=CC=C2CC[C@H](C2=C1)N)(F)F ((R)-6-(trifluoromethyl)-2,3-dihydro-1H-inden-1-amine), Cl.FC(C1=CC=C2CC[C@H](C2=C1)N)(F)F ((R)-6-(trifluoromethyl)-2,3-dihydro-1H-inden-1-amine hydrochloride). Yields the product OC=1C(N(C2=CC=CC=C2C1C(=O)N[C@@H]1CCC2=CC=C(C=C12)C(F)(F)F)C)=O ((R)-3-hydroxy-1-methyl-2-oxo-N-(6-(trifluoromethyl)-2,3-dihydro-1H-inden-1-yl)-1,2-dihydroquinoline-4-carboxamide). Yield: 20.0%. RXN SMILES: [OH:1][C:2]1[C:3](=[O:16])[N:4]([CH3:15])[C:5]2[C:10]([C:11]=1[C:12](Cl)=[O:13])=[CH:9][CH:8]=[CH:7][CH:6]=2.[F:17][C:18]([F:30])([F:29])[C:19]1[CH:27]=[C:26]2[C:22]([CH2:23][CH2:24][C@H:25]2[NH2:28])=[CH:21][CH:20]=1.Cl.FC(F)(F)C1C=C2C(CC[C@H]2N)=CC=1>>[OH:1][C:2]1[C:3](=[O:16])[N:4]([CH3:15])[C:5]2[C:10]([C:11]=1[C:12]([NH:28][C@H:25]1[C:26]3[C:22](=[CH:21][CH:20]=[C:19]([C:18]([F:17])([F:29])[F:30])[CH:27]=3)[CH2:23][CH2:24]1)=[O:13])=[CH:9][CH:8]=[CH:7][CH:6]=2 |f:2.3|. Procedure: Following the procedure described for Example 3, Example 192 (4 mg, 9.94 μmol, 20% yield) was prepared as an off-white powder by using 3-hydroxy-1-methyl-2-oxo-1,2-dihydroquinoline-4-carbonyl chloride (see Example 3C) and (R)-6-(trifluoromethyl)-2,3-dihydro-1H-inden-1-amine (Intermediate 15). LCMS=2.07 min, [M+1]=403.1 (Method A); Orthogonal HPLC (150×4.6 mm 3.5 μm, 254 nm): Sunfire {RT=9.47 min, 98%}; Xbridge {RT=8.63 min, 92%}. 1H NMR (500 MHz, MeOD) δ ppm 7.80 (1 H, s), 7.64 (1 H, d, J=8.3 Hz... Reactants: CCCCCCCCCCCC(=O)[O-], CCCCCCCCCCCC(=O)[O-], CCCC[Sn+2]CCCC, COCCOC, CN=C=O, N#Cc1c(C2CC2)csc1N. Yields the product CNC(=O)Nc1scc(C2CC2)c1C#N. Reaction SMILES: [C:16]([O-:17])(=[O:18])[CH2:19][CH2:20][CH2:21][CH2:22][CH2:23][CH2:24][CH2:25][CH2:26][CH2:27][CH2:28][CH3:29].[C:30]([O-:31])(=[O:32])[CH2:33][CH2:34][CH2:35][CH2:36][CH2:37][CH2:38][CH2:39][CH2:40][CH2:41][CH2:42][CH3:43].[CH2:44]([Sn+2:45][CH2:46][CH2:47][CH2:48][CH3:49])[CH2:50][CH2:51][CH3:52].[CH2:53]([CH2:54][O:55][CH3:56])[O:57][CH3:58].[CH3:12][N:13]=[C:14]=[O:15].[NH2:1][c:2]1[s:3][cH:4][c:5]([CH:9]2[CH2:10][CH2:11]2)[c:6]1[C:7]#[N:8]>>[NH:1]([c:2]1[s:3][cH:4][c:5]([CH:9]2[CH2:10][CH2:11]2)[c:6]1[C:7]#[N:8])[C:14]([NH:13][CH3:12])=[O:15]. The reactants are NC1=C2C(C(=CN(C2=C(C(=C1F)F)F)C1=C(C=C(C=C1)F)F)C(=O)O)=O (5-amino-1-(2,4-difluorophenyl) -6,7,8-trifluoro-1,4-dihydro-4-oxo-quinoline-3-carboxylic acid), N[C@@H]1CNC[C@@H]1N1N=NC=C1 (cis-3-amino-4-(1,2,3-triazol-1-yl)-pyrrolidine). The product is NC1=C2C(C(=CN(C2=C(C(=C1F)N1C[C@H]([C@H](C1)N1N=NC=C1)N)F)C1=C(C=C(C=C1)F)F)C(=O)O)=O (5-Amino-7-[cis-3-amino-4-(1,2,3-triazol-1-yl)-pyrrolidin -1-yl]-1-(2,4-difluorophenyl)-6,8-difluoro-1,4-dihydro-4-oxo-quinoline-3-carboxylic acid). The yield is 66.0%. RXN SMILES: [NH2:1][C:2]1[C:11]([F:12])=[C:10](F)[C:9]([F:14])=[C:8]2[C:3]=1[C:4](=[O:26])[C:5]([C:23]([OH:25])=[O:24])=[CH:6][N:7]2[C:15]1[CH:20]=[CH:19][C:18]([F:21])=[CH:17][C:16]=1[F:22].[NH2:27][C@H:28]1[C@@H:32]([N:33]2[CH:37]=[CH:36][N:35]=[N:34]2)[CH2:31][NH:30][CH2:29]1>>[NH2:1][C:2]1[C:11]([F:12])=[C:10]([N:30]2[CH2:31][C@H:32]([N:33]3[CH:37]=[CH:36][N:35]=[N:34]3)[C@H:28]([NH2:27])[CH2:29]2)[C:9]([F:14])=[C:8]2[C:3]=1[C:4](=[O:26])[C:5]([C:23]([OH:25])=[O:24])=[CH:6][N:7]2[C:15]1[CH:20]=[CH:19][C:18]([F:21])=[CH:17][C:16]=1[F:22]. Procedure: Prepared by following the same procedure as described for Example 17 by using 5-amino-1-(2,4-difluorophenyl) -6,7,8-trifluoro-1,4-dihydro-4-oxo-quinoline-3-carboxylic acid and cis-3-amino-4-(1,2,3-triazol-1-yl)-pyrrolidine. Yield: 66%, m.p. 279°-281° C. 1H NMR (TFA) δ: 4.48-4.82 (m, 4H), 5.02 (m, 1H), 6.26 (m, 1H), 7.17 (m, 2H), 7.62 (m, 1H), 8.6 (s, 1H), 8.82 (d, 2H). The reactants are CN1CCN(CCCN2C(=O)c3ccccc3C2=O)CC1, CCO, CO, Cl, NN, O. Product: CN1CCN(CCCN)CC1. Reaction SMILES: [CH3:1][N:2]1[CH2:3][CH2:4][N:5]([CH2:8][CH2:9][CH2:10][N:11]2[C:12](=[O:13])[c:14]3[cH:15][cH:16][cH:17][cH:18][c:19]3[C:20]2=[O:21])[CH2:6][CH2:7]1.[CH3:26][CH2:27][OH:28].[CH3:29][OH:30].[ClH:25].[NH2:23][NH2:24].[OH2:22]>>[CH3:1][N:2]1[CH2:3][CH2:4][N:5]([CH2:8][CH2:9][CH2:10][NH2:11])[CH2:6][CH2:7]1. Starting materials: C1(=CC=CC=C1)S(=O)(=O)CC1=CC=C(C(=C1C(=O)O)OCCNC(=O)OC(C)(C)C)C1=COC=C1 (6-(benzenesulphonylmethyl)-2-[2-(t-butoxycarbonyl)aminoethoxy]-3-(furan-3-yl)benzoic acid), FC1=C(C(=C(C(=O)[O-])C=C1)CS(=O)(=O)C1=CC=CC=C1)C1=COC=C1 (4-fluorobenzenesulphonylmethyl-3-(furan-3-yl)benzoate), FC1=C(C(=C(C(=O)[O-])C=C1)CS(=O)(=O)C1=CC=CC=C1)C1=COC=C1 (4-fluorobenzenesulphonylmethyl-3-(furan-3-yl)benzoate). Product: C(C)(C)(C)OC(=O)NCCOC1=C(C(=O)O)C(=CC=C1C1=COC=C1)CS(=O)(=O)C1=CC=C(C=C1)F (2-[2-(t-Butoxycarbonyl)aminoethoxy]-6-(4-fluorobenzenesulphonylmethyl)-3-(furan-3-yl)benzoic acid). RXN SMILES: [C:1]1([S:7]([CH2:10][C:11]2[C:16]([C:17]([OH:19])=[O:18])=[C:15]([O:20][CH2:21][CH2:22][NH:23][C:24]([O:26][C:27]([CH3:30])([CH3:29])[CH3:28])=[O:25])[C:14]([C:31]3[CH:35]=[CH:34][O:33][CH:32]=3)=[CH:13][CH:12]=2)(=[O:9])=[O:8])[CH:6]=[CH:5][CH:4]=[CH:3][CH:2]=1.[F:36]C1C=CC(C([O-])=O)=C(CS(C2C=CC=CC=2)(=O)=O)C=1C1C=COC=1>>[C:27]([O:26][C:24]([NH:23][CH2:22][CH2:21][O:20][C:15]1[C:14]([C:31]2[CH:35]=[CH:34][O:33][CH:32]=2)=[CH:13][CH:12]=[C:11]([CH2:10][S:7]([C:1]2[CH:2]=[CH:3][C:4]([F:36])=[CH:5][CH:6]=2)(=[O:9])=[O:8])[C:16]=1[C:17]([OH:19])=[O:18])=[O:25])([CH3:29])([CH3:30])[CH3:28]. Reported procedure: Prepared by proceeding in a similar manner to Intermediate 6, starting from methyl 2-[2-(t-butoxycarbonyl)aminoethoxy]-6-(4-fluorobenzenesulphonylmethyl-3-(furan-3-yl)benzoate (Intermediate 13). The reactants are CC1(C(CCCC1)=O)C(=O)OCC (ethyl 1-methyl-2-oxo-cyclohexanecarboxylate), 37a, Cl.NO (hydroxylamine hydrochloride), N1=CC=CC=C1 (pyridine). Run in CCO (EtOH). Run at temperature 65 celsius. The product is CC12C(=NOC1=O)CCCC2 (3a-methyl-4,5,6,7-tetrahydrobenzo[c]isoxazol-3(3aH)-one). RXN SMILES: [CH3:1][C:2]1([C:9]([O:11]CC)=[O:10])[CH2:7][CH2:6][CH2:5][CH2:4][C:3]1=O.Cl.NO.[N:17]1C=CC=CC=1>CCO>[CH3:1][C:2]12[CH2:7][CH2:6][CH2:5][CH2:4][C:3]1=[N:17][O:11][C:9]2=[O:10] |f:1.2|. Procedure details: To a mixture of ethyl 1-methyl-2-oxo-cyclohexanecarboxylate, 37a, (2.05 g, 11.10 mmol) in EtOH (20 mL) was added hydroxylamine hydrochloride (0.97 g, 13.96 mmol) and pyridine (0.99 mL, 12.20 mmol). The mixture was heated to 65° C. overnight. The solution was concentrated in vacuo and the crude material was partitioned between water and EtOAc. The aqueous layer was extracted with EtOAc twice more. The combined organic phases were washed with brine, dried over MgSO4, filtered and concentrated in v...